Dataset: the Open Reaction Database (ORD), a public repository of structured organic reaction records. Task: describe an organic reaction: reactants, conditions, products, and yield Reactants: [OH-].[Na+] (NaOH), CC=1N(C(C(=NC1)C(=O)OC)=O)C1=CC(=CC=C1)C(F)(F)F (methyl 5-methyl-3-oxo-4-[3-(trifluoromethyl)phenyl]-3,4-dihydropyrazine-2-carboxylate), Cl (HCl). Run in CCO (EtOH). Reaction conditions: time 15 minute. Product: CC=1N(C(C(=NC1)C(=O)O)=O)C1=CC(=CC=C1)C(F)(F)F (5-Methyl-3-oxo-4-[3-(trifluoromethyl)phenyl]-3,4-dihydropyrazine-2-carboxylic acid). As a reaction SMILES: [OH-].[Na+].[CH3:3][C:4]1[N:5]([C:15]2[CH:20]=[CH:19][CH:18]=[C:17]([C:21]([F:24])([F:23])[F:22])[CH:16]=2)[C:6](=[O:14])[C:7]([C:10]([O:12]C)=[O:11])=[N:8][CH:9]=1.Cl>CCO>[CH3:3][C:4]1[N:5]([C:15]2[CH:20]=[CH:19][CH:18]=[C:17]([C:21]([F:24])([F:22])[F:23])[CH:16]=2)[C:6](=[O:14])[C:7]([C:10]([OH:12])=[O:11])=[N:8][CH:9]=1 |f:0.1|. Procedure: NaOH (1M, 6 ml) was added to methyl 5-methyl-3-oxo-4-[3-(trifluoromethyl)phenyl]-3,4-dihydropyrazine-2-carboxylate (0.60 g, 1.92 mmol) dissolved in EtOH (12 ml) and the to mixture was stirred for 15 minutes. The aqueous phase was neutralized by addition of HCl (1M, 7 ml) to pH 6 to 7 and extracted with ethyl acetate (3×15 ml). The organic phase was dried (MgSO4), filtered and evaporated. No further purification was performed.